This data is from the Open Reaction Database (ORD), a public repository of structured organic reaction records. The task is: describe an organic reaction: reactants, conditions, products, and yield Reactants: C(C1=CC=CC=C1)C1=CN=C2C(=C(C(N(C2=C1)CC1=CC=C(C=C1)S(=O)(=O)C)=O)C(=O)OCC)O (ethyl 7-benzyl-4-hydroxy-1-[4-(methylsulfonyl)benzyl]-2-oxo-1,2-dihydro-1,5-naphthyridine-3-carboxylate), C1(CC1)N (cyclopropylamine). Product: C(C1=CC=CC=C1)C1=CN=C2C(=C(C(N(C2=C1)CC1=CC=C(C=C1)S(=O)(=O)C)=O)C(=O)NC1CC1)O (7-Benzyl-N-cyclopropyl-4-hydroxy-1-[4-(methylsulfonyl)benzyl]-2-oxo-1,2-dihydro-1,5-naphthyridine-3-carboxamide). As a reaction SMILES: [CH2:1]([C:8]1[CH:17]=[C:16]2[C:11]([C:12]([OH:35])=[C:13]([C:30](OCC)=[O:31])[C:14](=[O:29])[N:15]2[CH2:18][C:19]2[CH:24]=[CH:23][C:22]([S:25]([CH3:28])(=[O:27])=[O:26])=[CH:21][CH:20]=2)=[N:10][CH:9]=1)[C:2]1[CH:7]=[CH:6][CH:5]=[CH:4][CH:3]=1.[CH:36]1([NH2:39])[CH2:38][CH2:37]1>>[CH2:1]([C:8]1[CH:17]=[C:16]2[C:11]([C:12]([OH:35])=[C:13]([C:30]([NH:39][CH:36]3[CH2:38][CH2:37]3)=[O:31])[C:14](=[O:29])[N:15]2[CH2:18][C:19]2[CH:20]=[CH:21][C:22]([S:25]([CH3:28])(=[O:26])=[O:27])=[CH:23][CH:24]=2)=[N:10][CH:9]=1)[C:2]1[CH:3]=[CH:4][CH:5]=[CH:6][CH:7]=1. Procedure: This compound was prepared from ethyl 7-benzyl-4-hydroxy-1-[4-(methylsulfonyl)benzyl]-2-oxo-1,2-dihydro-1,5-naphthyridine-3-carboxylate and cyclopropylamine employing methods similar to those described in Example 2. The product was obtained as a white solid: 1H NMR (CDCl3) δ 10.04 (1H, br d, J=3.4 Hz), 8.61 (1H, s), 7.81 (2H, d, J=8.4 Hz), 7.29 (3H, m), 7.17 (2H, d, J=8.4 Hz), 7.05 (1H, s), 7.03 (2H, m), 5.39 (2H, br), 4.05 (2H, s), 3.01 (3H, s), 2.97 (1H, m), 0.90 (2H, m), 0.70 (2H, m); HRMS ca... Starting materials: C1CCOC1, [N-]=[N+]=NC(CO)c1cccc(Br)c1, c1ccc(P(c2ccccc2)c2ccccc2)cc1. The product is NC(CO)c1cccc(Br)c1. Reaction SMILES: [CH2:33]1[O:34][CH2:35][CH2:36][CH2:37]1.[N:1](=[N+:2]=[N-:3])[CH:4]([CH2:5][OH:6])[c:7]1[cH:8][c:9]([Br:13])[cH:10][cH:11][cH:12]1.[c:14]1([P:15]([c:16]2[cH:17][cH:18][cH:19][cH:20][cH:21]2)[c:22]2[cH:23][cH:24][cH:25][cH:26][cH:27]2)[cH:28][cH:29][cH:30][cH:31][cH:32]1>>[NH2:1][CH:4]([CH2:5][OH:6])[c:7]1[cH:8][c:9]([Br:13])[cH:10][cH:11][cH:12]1. The reactants are C([O-])([O-])=O.[K+].[K+] (potassium carbonate), ClC1=C(C(=CC(=C1)C(F)(F)F)Cl)N1N=CC(=C1N)[N+](=O)[O-] (1-(2,6-dichloro-4-trifluoromethylphenyl)-4-nitro-5-amino-pyrazole), BrC(C(=O)OC)C (methyl α-bromopropionate). The solvent is C(C)#N (acetonitrile), C(C)#N (acetonitrile). Yields the product ClC1=C(C(=CC(=C1)C(F)(F)F)Cl)N1N=CC(=C1NC(C(=O)OC)C)[N+](=O)[O-] (methyl α-{N-[1-(2,6-dichloro-4-trifluoromethyl-phenyl)-4-nitro-pyrazol-5-yl]amino}-propionate). Isolated yield 89.0%. As a reaction SMILES: C(=O)([O-])[O-].[K+].[K+].[Cl:7][C:8]1[CH:13]=[C:12]([C:14]([F:17])([F:16])[F:15])[CH:11]=[C:10]([Cl:18])[C:9]=1[N:19]1[C:23]([NH2:24])=[C:22]([N+:25]([O-:27])=[O:26])[CH:21]=[N:20]1.Br[CH:29]([CH3:34])[C:30]([O:32][CH3:33])=[O:31]>C(#N)C>[Cl:7][C:8]1[CH:13]=[C:12]([C:14]([F:16])([F:17])[F:15])[CH:11]=[C:10]([Cl:18])[C:9]=1[N:19]1[C:23]([NH:24][CH:29]([CH3:34])[C:30]([O:32][CH3:33])=[O:31])=[C:22]([N+:25]([O-:27])=[O:26])[CH:21]=[N:20]1 |f:0.1.2|. Reported procedure: 2.8 g (0.02 mole) of potassium carbonate are added to 3.4 g (0.01 mole) of 1-(2,6-dichloro-4-trifluoromethylphenyl)-4-nitro-5-amino-pyrazole, dissolved in 30 ml of acetonitrile, and 3.7 g (0.022 mole) of methyl α-bromopropionate, dissolved in 10 ml of acetonitrile, are added dropwise at room temperature in the course of 10 minutes. The reaction mixture is heated under reflux for 21/2 hours and filtered hot and the solvent and excess α-bromopropionate are removed by concentration of the filtrate ... The reactants are CO (methanol), C=CC1=CC=C(C=C1)S(=O)(=O)[O-].[Na+] (sodium p-styrenesulfonate), S(=O)(=O)([O-])[O-].[NH4+].[NH4+] (ammonium sulfate). Solvent: O (water). Conditions: temperature 65 celsius, time 30 minute. Yields the product 18.7, C=CC1=CC=C(C=C1)S(=O)(=O)[O-].[NH4+] (ammonium p-styrenesulfonate). Reaction SMILES: CO.[CH2:3]=[CH:4][C:5]1[CH:10]=[CH:9][C:8]([S:11]([O-:14])(=[O:13])=[O:12])=[CH:7][CH:6]=1.[Na+].S([O-])([O-])(=O)=O.[NH4+:21].[NH4+]>O>[CH2:3]=[CH:4][C:5]1[CH:6]=[CH:7][C:8]([S:11]([O-:14])(=[O:13])=[O:12])=[CH:9][CH:10]=1.[NH4+:21] |f:1.2,3.4.5,7.8|. Reported procedure: In 100 parts of methanol containing 30 wt. % of water, 20 parts of sodium p-styrenesulfonate and 20 parts of ammonium sulfate were charged. The mixture was stirred at 65° C. for 30 minutes. After cooling to 30° C., the reaction mixture was filtered and the filtrate was condensed and dried to obtain 18.7 parts of ammonium p-styrenesulfonate. Analysis showed that only 0.14 wt. % of Na and 0.01 wt. % of SO4 were included in the product. Reactants: aqueous solution, [OH-].[Na+] (sodium hydroxide), aqueous solution, O (water), C(CC(O)(C(=O)O)CC(=O)O)(=O)O (citric acid), aqueous solution, [OH-].[Na+] (sodium hydroxide), aqueous solution, [OH-].[Na+] (sodium hydroxide), aqueous solution, [OH-].[Na+] (sodium hydroxide), OC1=C(C(=O)NC2=C(C(=O)OC(C)(C)C)C=CC(=C2)C=2SC=CC2)C=C(C=C1)N1CCCCC1 (tert-butyl 2-(2-hydroxy-5-(piperidin-1-yl)benzamido)-4-(thiophen-2-yl)benzoate). The solvent is C(C)(=O)OCC (ethyl acetate), O1CCOCC1 (dioxane), CO (methanol). Run at temperature 52.5 celsius, time 1 hour. Product: OC1=C(C(=O)NC2=C(C(=O)O)C=CC(=C2)C=2SC=CC2)C=C(C=C1)N1CCCCC1 (2-(2-hydroxy-5-(piperidin-1-yl)benzamido)-4-(thiophen-2-yl)benzoic acid). Yield: 46.2%. As a reaction SMILES: [OH-].[Na+].[OH:3][C:4]1[CH:30]=[CH:29][C:28]([N:31]2[CH2:36][CH2:35][CH2:34][CH2:33][CH2:32]2)=[CH:27][C:5]=1[C:6]([NH:8][C:9]1[CH:21]=[C:20]([C:22]2[S:23][CH:24]=[CH:25][CH:26]=2)[CH:19]=[CH:18][C:10]=1[C:11]([O:13]C(C)(C)C)=[O:12])=[O:7].C(O)(=O)CC(CC(O)=O)(C(O)=O)O.O>O1CCOCC1.CO.C(OCC)(=O)C>[OH:3][C:4]1[CH:30]=[CH:29][C:28]([N:31]2[CH2:36][CH2:35][CH2:34][CH2:33][CH2:32]2)=[CH:27][C:5]=1[C:6]([NH:8][C:9]1[CH:21]=[C:20]([C:22]2[S:23][CH:24]=[CH:25][CH:26]=2)[CH:19]=[CH:18][C:10]=1[C:11]([OH:13])=[O:12])=[O:7] |f:0.1|. Procedure details: A 1 mol/L aqueous solution of sodium hydroxide (0.17 mL) was added to a solution mixture of the obtained tert-butyl 2-(2-hydroxy-5-(piperidin-1-yl)benzamido)-4-(thiophen-2-yl)benzoate (0.027 g) in dioxane (2.0 mL) and methanol (2.0 mL), followed by stirring at 50 to 55° C. for 1 hour. The reaction mixture was cooled to room temperature, and a 1 mol/L aqueous solution of sodium hydroxide (0.11 mL) was added thereto, followed by stirring at 50 to 55° C. for 2 hours. The reaction mixture was cooled... Starting materials: C(C)(C)(C)OC(=O)N([C@H](C(=O)N[C@H](C(=O)N1[C@@H](CC2=CC=CC=C12)C(=O)O)C(C)C)C)C ((S)-1-{(S)-2-[(S)-2-(tert-butoxycarbonyl-methyl-amino)-propionylamino]-3-methyl-butyryl}-2,3-dihydro-1H-indole-2-carboxylic acid), C(CCl)Cl (EDC), C1=CC2=C(N=C1)N(N=N2)O (HOAT), [Cl-].[NH4+] (ammonium chloride), C(C)(C)N(CC)C(C)C (diisopropylethylamine). Run in CN(C)C=O (DMF), CN(C)C=O (DMF). Reaction conditions: time 8 hour. Yields the product C(C)(C)(C)OC(NC)=O (methyl-carbamic acid tert-butyl ester). The yield is 221.9%. As a reaction SMILES: [C:1]([O:5][C:6]([N:8](C)[C@@H:9](C)C(N[C@@H](C(C)C)C(N1C2C(=CC=CC=2)C[C@H]1C(O)=O)=O)=O)=[O:7])([CH3:4])([CH3:3])[CH3:2].C(Cl)CCl.C1C=NC2N(O)N=NC=2C=1.[Cl-].[NH4+].C(N(C(C)C)CC)(C)C>CN(C=O)C>[C:1]([O:5][C:6](=[O:7])[NH:8][CH3:9])([CH3:4])([CH3:3])[CH3:2] |f:3.4|. Procedure: (S)-1-{(S)-2-[(S)-2-(tert-butoxycarbonyl-methyl-amino)-propionylamino]-3-methyl-butyryl}-2,3-dihydro-1H-indole-2-carboxylic acid (60 mg, 134 μmol, Eq: 1) and EDC (77.1 mg, 402 μmol, Eq: 3) and HOAT (54.7 mg, 402 μmol, Eq: 3) were stirred in DMF (6 mL) for 10 min to give a light yellow solution. To this solution was added ammonium chloride (71.7 mg, 1.34 mmol, Eq: 10) and diisopropylethylamine (0.47 μL, 2.68 mmol, Eq: 20) in 2 mL of DMF. The mixture was stirred at rt overnight, and then concentra... The reactants are IC1=C2C=CC(=NC2=CC=C1)Cl (5-iodo-2-chloroquinoline), CC1=CC=C(O1)CN (5-methyl-2-furanmethanamine), ClC1=CC=C(N)C=C1 (4-chloroaniline). Product: ClC1=CC=C(C=C1)NC=1C=2C=CC(=NC2C=CC1)NCC=1OC(=CC1)C (N5-(4-Chloro-phenyl)-N2-(5-methyl-furan-2-ylmethyl)-quinoline-2,5-diamine). As a reaction SMILES: I[C:2]1[CH:11]=[CH:10][CH:9]=[C:8]2[C:3]=1[CH:4]=[CH:5][C:6](Cl)=[N:7]2.[CH3:13][C:14]1[O:18][C:17]([CH2:19][NH2:20])=[CH:16][CH:15]=1.[Cl:21][C:22]1[CH:28]=[CH:27][C:25]([NH2:26])=[CH:24][CH:23]=1>>[Cl:21][C:22]1[CH:28]=[CH:27][C:25]([NH:26][C:2]2[C:3]3[CH:4]=[CH:5][C:6]([NH:20][CH2:19][C:17]4[O:18][C:14]([CH3:13])=[CH:15][CH:16]=4)=[N:7][C:8]=3[CH:9]=[CH:10][CH:11]=2)=[CH:24][CH:23]=1. Procedure details: The title compound, MS: m/e=364.3 (M+H+), was prepared in accordance with the general method of example 1 from 5-iodo-2-chloroquinoline (CAS 455955-26-7), 5-methyl-2-furanmethanamine and 4-chloroaniline.